Dataset: the Open Reaction Database (ORD), a public repository of structured organic reaction records. Task: describe an organic reaction: reactants, conditions, products, and yield Starting materials: [O-]S(=O)[O-].[Na+].[Na+] (Na2SO3), C1(=CC=C(C=C1)C=1SC=CN1)C1=CC=CC=C1 (2-(biphenyl-4-yl)thiazole), BrN1C(CCC1=O)=O (N-bromosuccinimide). Solvent: C(C)#N (acetonitrile), C(C)#N (acetonitrile). Reaction conditions: time 20 hour. Yields the product C1(=CC=C(C=C1)C=1SC(=CN1)Br)C1=CC=CC=C1 (2-(biphenyl-4-yl)-5-bromothiazole). The yield is 69.0%. As a reaction SMILES: [C:1]1([C:12]2[CH:17]=[CH:16][CH:15]=[CH:14][CH:13]=2)[CH:6]=[CH:5][C:4]([C:7]2[S:8][CH:9]=[CH:10][N:11]=2)=[CH:3][CH:2]=1.[Br:18]N1C(=O)CCC1=O.[O-]S([O-])=O.[Na+].[Na+]>C(#N)C>[C:1]1([C:12]2[CH:17]=[CH:16][CH:15]=[CH:14][CH:13]=2)[CH:6]=[CH:5][C:4]([C:7]2[S:8][C:9]([Br:18])=[CH:10][N:11]=2)=[CH:3][CH:2]=1 |f:2.3.4|. Procedure: To a solution of 2-(biphenyl-4-yl)thiazole (540 mg, 2.28 mmol) in anhydrous acetonitrile (10 mL) was added a solution of N-bromosuccinimide in anhydrous acetonitrile (10 mL). The reaction was stirred for 20 h at room temperature. Subsequently, an aqueous solution of Na2SO3 10% (10 ml) was added and the mixture was stirred for 10 minutes. Then, extracted with ethyl acetate (4×25 mL) and the organic layers were washed with an aqueous saturated solution of NaCl (4×50 ml), dried over Na2SO4, filtere...